Dataset: the Open Reaction Database (ORD), a public repository of structured organic reaction records. Task: describe an organic reaction: reactants, conditions, products, and yield Starting materials: CN(C)C=O, NC(=O)c1ccc2c(C=O)cn(Cc3ccccc3Cl)c2c1, O=[Cr](=O)(O)O, O=S(=O)(O)O. RXN SMILES: [CH3:33][N:34]([CH3:35])[CH:36]=[O:37].[Cl:1][c:2]1[c:3]([CH2:4][n:5]2[cH:6][c:7]([CH:17]=[O:18])[c:8]3[cH:9][cH:10][c:11]([C:14](=[O:15])[NH2:16])[cH:12][c:13]23)[cH:19][cH:20][cH:21][cH:22]1.[Cr:23](=[O:24])([OH:25])([OH:26])=[O:27].[S:28](=[O:29])(=[O:30])([OH:31])[OH:32]>>[Cl:1][c:2]1[c:3]([CH2:4][n:5]2[cH:6][c:7]([C:17](=[O:18])[OH:24])[c:8]3[cH:9][cH:10][c:11]([C:14](=[O:15])[NH2:16])[cH:12][c:13]23)[cH:19][cH:20][cH:21][cH:22]1. The product is NC(=O)c1ccc2c(C(=O)O)cn(Cc3ccccc3Cl)c2c1. Starting materials: O=C([O-])[O-], Cc1nc(C)c(B2OC(C)(C)C(C)(C)O2)s1, CSc1nccc(I)n1, [Na+], [Na+], CC(=O)[O-], CC(=O)[O-], [Pd+2], c1ccc(P(c2ccccc2)c2ccccc2)cc1. The product is CSc1nccc(-c2sc(C)nc2C)n1. As a reaction SMILES: [C:26](=[O:27])([O-:28])[O-:29].[CH3:10][c:11]1[s:12][c:13]([B:17]2[O:18][C:19]([CH3:20])([CH3:21])[C:22]([CH3:23])([CH3:24])[O:25]2)[c:14]([CH3:16])[n:15]1.[I:1][c:2]1[n:3][c:4]([S:8][CH3:9])[n:5][cH:6][cH:7]1.[Na+:30].[Na+:31].[O-:52][C:53]([CH3:54])=[O:55].[O-:56][C:57]([CH3:58])=[O:59].[Pd+2:51].[c:32]1([P:33]([c:34]2[cH:35][cH:36][cH:37][cH:38][cH:39]2)[c:40]2[cH:41][cH:42][cH:43][cH:44][cH:45]2)[cH:46][cH:47][cH:48][cH:49][cH:50]1>>[c:2]1(-[c:13]2[s:12][c:11]([CH3:10])[n:15][c:14]2[CH3:16])[n:3][c:4]([S:8][CH3:9])[n:5][cH:6][cH:7]1. Starting materials: O=C([O-])[O-], C=CCn1cnc2c1c(=O)[nH]c(=O)n2CCCC, CI, [K+], [K+], [Na+], [Na+], O=C([O-])[O-], CN(C)C=O. The product is C=CCn1cnc2c1c(=O)n(C)c(=O)n2CCCC. Reaction SMILES: [C:19](=[O:20])([O-:21])[O-:22].[CH2:1]([CH2:2][CH2:3][CH3:4])[n:5]1[c:6](=[O:18])[nH:7][c:8](=[O:17])[c:9]2[n:10]([CH2:14][CH:15]=[CH2:16])[cH:11][n:12][c:13]12.[CH3:25][I:26].[K+:27].[K+:28].[Na+:23].[Na+:24].[O-:29][C:30]([O-:31])=[O:32].[O:33]=[CH:34][N:35]([CH3:36])[CH3:37]>>[CH2:1]([CH2:2][CH2:3][CH3:4])[n:5]1[c:6](=[O:18])[n:7]([CH3:19])[c:8](=[O:17])[c:9]2[n:10]([CH2:14][CH:15]=[CH2:16])[cH:11][n:12][c:13]12. As a reaction SMILES: [CH3:1][C:2]1[CH:3]=[C:4]([O:13][S:14]([C:17]2[CH:18]=[N:19][CH:20]=[CH:21][CH:22]=2)(=[O:16])=[O:15])[CH:5]=[C:6]([CH:12]=1)[O:7][CH2:8][CH2:9][CH2:10][OH:11].C(N(CC)C(C)C)(C)C.CS(C)=O>ClCCl.C1(C)C=CC=CC=1>[CH3:1][C:2]1[CH:3]=[C:4]([O:13][S:14]([C:17]2[CH:18]=[N:19][CH:20]=[CH:21][CH:22]=2)(=[O:15])=[O:16])[CH:5]=[C:6]([CH:12]=1)[O:7][CH2:8][CH2:9][CH:10]=[O:11]. Run in C1(=CC=CC=C1)C (toluene), ClCCl (dichloromethane). The reactants are C(C)(C)N(C(C)C)CC (N,N-diisopropylethylamine), CS(=O)C (dimethyl sulfoxide), CC=1C=C(C=C(OCCCO)C1)OS(=O)(=O)C=1C=NC=CC1 (3-[5-methyl-3-(3-pyridinylsulfonyloxy)phenoxy]propanol). Product: CC=1C=C(C=C(OCCC=O)C1)OS(=O)(=O)C=1C=NC=CC1 (3-[5-Methyl-3-(3-pyridinylsulfonyloxy)phenoxy]propionaldehyde). Procedure: At 0° C. to a solution of 276 mg (0.855 mmol) of 3-[5-methyl-3-(3-pyridinylsulfonyloxy)phenoxy]propanol, as prepared in the preceding step, in anhydrous dichloromethane (2 mL) containing 450 μL (2.58 mmol) of N,N-diisopropylethylamine and 92 μL (1.19 mmol) of anhydrous dimethyl sulfoxide was added 204 mg (1.28 mmol) of sulfur trioxide pyridine complex. The reaction mixture was stirred at 0° C. for 30 min, diluted with 20 mL of toluene, and concentrated to an oil which was used directly in the ne... Conditions: temperature 0 celsius, time 30 minute. Reaction conditions: temperature -78 celsius, time 2 hour. Procedure details: 200 mg of the compound [1-1] was dissolved in 4 mL of tetrahydrofuran, and the mixture was cooled to −78° C. and then 626 μL of n-butyllithium (2.66 M hexane solution) was added thereto. After a 1 hour stirring at the same temperature, 0.6 mL of tetrahydrofuran solution containing 177 mg of the compound [2-1] was added thereto, and the mixture was further stirred for 2 hours. To the reaction mixture was added a saturated aqueous solution of sodium hydrogen carbonate, and the mixture was extracte... Reaction SMILES: [C:1]([O:5][C:6](=[O:17])[NH:7][C@H:8]([C:10]1[CH:15]=[CH:14][C:13](Br)=[CH:12][CH:11]=1)[CH3:9])([CH3:4])([CH3:3])[CH3:2].C([Li])CCC.[CH2:23]([O:30][C:31](=[O:41])[N:32]([CH2:34][C:35](N(OC)C)=[O:36])[CH3:33])[C:24]1[CH:29]=[CH:28][CH:27]=[CH:26][CH:25]=1.C(=O)([O-])O.[Na+]>O1CCCC1>[CH2:23]([O:30][C:31](=[O:41])[N:32]([CH2:34][C:35]([C:13]1[CH:14]=[CH:15][C:10]([C@@H:8]([NH:7][C:6]([O:5][C:1]([CH3:4])([CH3:3])[CH3:2])=[O:17])[CH3:9])=[CH:11][CH:12]=1)=[O:36])[CH3:33])[C:24]1[CH:29]=[CH:28][CH:27]=[CH:26][CH:25]=1 |f:3.4|. Product: C(C1=CC=CC=C1)OC(N(C)CC(=O)C1=CC=C(C=C1)[C@H](C)NC(=O)OC(C)(C)C)=O (benzyl[2-(4-{(1S)-1-[(tert-butoxycarbonyl)amino]ethyl}phenyl)-2-oxoethyl]methylcarbamate). The reactants are C(CCC)[Li] (n-butyllithium), C(O)([O-])=O.[Na+] (sodium hydrogen carbonate), C(C)(C)(C)OC(N[C@@H](C)C1=CC=C(C=C1)Br)=O (tert-butyl[(1S)-1-(4-bromophenyl)ethyl]carbamate), C(C1=CC=CC=C1)OC(N(C)CC(=O)N(C)OC)=O (benzyl{2-[methoxy(methyl)amino]-2-oxoethyl}methylcarbamate). Isolated yield 12.8%. Solvent: O1CCCC1 (tetrahydrofuran), O1CCCC1 (tetrahydrofuran). Starting materials: C(C)(=O)[O-].[Na+] (sodium acetate), CNC (dimethylamine), CNC (dimethylamine), ClC=1C=C(CN2C3=C(C=C2C(=O)OC)OC(=C3)C=O)C=CC1Cl (Methyl 4-(3,4-dichlorobenzyl)-2-formylfuro[3,2-b]pyrrole-5-carboxylate), [O-]S(=O)(=O)[O-].[Mg+2] (MgSO4), C(#N)[BH3-].[Na+] (sodium cyanoborohydride). The solvent is C1CCOC1 (THF), CO (methanol). Run at time 1 hour. Product: ClC=1C=C(CN2C3=C(C=C2C(=O)OC)OC(=C3)CN(C)C)C=CC1Cl (Methyl 4-(3,4-dichlorobenzyl)-2-dimethylaminomethylfuro[3,2-b]pyrrole-5-carboxylate). Isolated yield 55.0%. As a reaction SMILES: [Cl:1][C:2]1[CH:3]=[C:4]([CH:20]=[CH:21][C:22]=1[Cl:23])[CH2:5][N:6]1[C:10]([C:11]([O:13][CH3:14])=[O:12])=[CH:9][C:8]2[O:15][C:16]([CH:18]=O)=[CH:17][C:7]1=2.C([O-])(=O)C.[Na+].[O-]S([O-])(=O)=O.[Mg+2].[CH3:35][NH:36][CH3:37].C([BH3-])#N.[Na+]>CO.C1COCC1>[Cl:1][C:2]1[CH:3]=[C:4]([CH:20]=[CH:21][C:22]=1[Cl:23])[CH2:5][N:6]1[C:10]([C:11]([O:13][CH3:14])=[O:12])=[CH:9][C:8]2[O:15][C:16]([CH2:18][N:36]([CH3:37])[CH3:35])=[CH:17][C:7]1=2 |f:1.2,3.4,6.7|. Procedure: Methyl 4-(3,4-dichlorobenzyl)-2-formylfuro[3,2-b]pyrrole-5-carboxylate (0.25 g) was dissolved in methanol (5 mL) and THF (10 mL), and to this was added sodium acetate (116 mg) and a portion of MgSO4, followed by dimethylamine solution (2M in methanol, 0.53 mL). After 1 hour, a further 2.5 ml dimethylamine solution was added, followed after 30 min by sodium cyanoborohydride (0.45 g). The reaction was stirred for 18 hours and then quenched by addition of 1M potassium carbonate solution, and extrac... Reported procedure: 6-methyl-4-(phenylmethoxy)-2H-pyran-2-one (known) was reacted with piperonal in accordance with Method C described above under II to form E-6-[2-(1,3-benzodioxol -5-yl)ethenyl]-4-(phenylmethoxy)-2H-pyran-2-one: C21H16O5; yield 39%, melting point 150 to 152° C. (acetone). This condensation product was hydrogenated in accordance with Method A described above under I. For cleaning purposes the product was taken up in ethyl acetate, was extracted therefrom with 2 N potassium hydroxide solution and w... Reactants: CC1=CC(=CC(O1)=O)OCC1=CC=CC=C1 (6-methyl-4-(phenylmethoxy)-2H-pyran-2-one), C1=CC2=C(C=C1C=O)OCO2 (piperonal), II. The yield is 39.0%. Yields the product O1COC2=C1C=CC(=C2)/C=C/C2=CC(=CC(O2)=O)OCC2=CC=CC=C2 (E-6-[2-(1,3-benzodioxol -5-yl)ethenyl]-4-(phenylmethoxy)-2H-pyran-2-one). RXN SMILES: [CH3:1][C:2]1[O:7][C:6](=[O:8])[CH:5]=[C:4]([O:9][CH2:10][C:11]2[CH:16]=[CH:15][CH:14]=[CH:13][CH:12]=2)[CH:3]=1.[CH:17]1[C:22]([CH:23]=O)=[CH:21][C:20]2[O:25][CH2:26][O:27][C:19]=2[CH:18]=1>>[O:27]1[C:19]2[CH:18]=[CH:17][C:22](/[CH:23]=[CH:1]/[C:2]3[O:7][C:6](=[O:8])[CH:5]=[C:4]([O:9][CH2:10][C:11]4[CH:16]=[CH:15][CH:14]=[CH:13][CH:12]=4)[CH:3]=3)=[CH:21][C:20]=2[O:25][CH2:26]1. The reactants are Cc1oc(-c2ccccc2)nc1COc1cncc(CO)c1, Cc1ccccc1, CCOC(=O)N=NC(=O)OCC, C1CCOC1, COC(=O)Cc1ccccc1O, c1ccc(P(c2ccccc2)c2ccccc2)cc1. Product: COC(=O)Cc1ccccc1OCc1cncc(OCc2nc(-c3ccccc3)oc2C)c1. Reaction SMILES: [CH3:1][c:2]1[c:3]([CH2:13][O:14][c:15]2[cH:16][c:17]([CH2:21][OH:22])[cH:18][n:19][cH:20]2)[n:4][c:5](-[c:7]2[cH:8][cH:9][cH:10][cH:11][cH:12]2)[o:6]1.[CH3:66][c:67]1[cH:68][cH:69][cH:70][cH:71][cH:72]1.[O:54]=[C:55]([O:56][CH2:57][CH3:58])[N:59]=[N:60][C:61]([O:62][CH2:63][CH3:64])=[O:65].[O:73]1[CH2:74][CH2:75][CH2:76][CH2:77]1.[OH:23][c:24]1[c:25]([CH2:30][C:31](=[O:32])[O:33][CH3:34])[cH:26][cH:27][cH:28][cH:29]1.[c:35]1([P:36]([c:37]2[cH:38][cH:39][cH:40][cH:41][cH:42]2)[c:43]2[cH:44][cH:45][cH:46][cH:47][cH:48]2)[cH:49][cH:50][cH:51][cH:52][cH:53]1>>[CH3:1][c:2]1[c:3]([CH2:13][O:14][c:15]2[cH:16][c:17]([CH2:21][O:22][c:24]3[c:25]([CH2:30][C:31](=[O:32])[O:33][CH3:34])[cH:26][cH:27][cH:28][cH:29]3)[cH:18][n:19][cH:20]2)[n:4][c:5](-[c:7]2[cH:8][cH:9][cH:10][cH:11][cH:12]2)[o:6]1. The reactants are OC(C(=O)O)C1=CC=C(C=2C=CSC21)O (2-hydroxy-2-(4-hydroxy-1-benzothiophen-7-yl)acetic acid), S(O)(O)(=O)=O (sulfuric acid), C(C)(=O)OC(C)C (isopropyl acetate), Fe2(SO4)3, C(C)O (ethanol). The solvent is O (water). Reaction conditions: temperature 57.5 celsius, time 5 hour. Product: OC1=CC=C(C2=C1C=CS2)C=O (4-hydroxy-1-benzothiophene-7-carbaldehyde). RXN SMILES: [OH:1][CH:2]([C:6]1[C:14]2[S:13][CH:12]=[CH:11][C:10]=2[C:9]([OH:15])=[CH:8][CH:7]=1)C(O)=O.C(O)C.S(=O)(=O)(O)O.C(OC(C)C)(=O)C>O>[OH:15][C:9]1[C:10]2[CH:11]=[CH:12][S:13][C:14]=2[C:6]([CH:2]=[O:1])=[CH:7][CH:8]=1. Reported procedure: Into a 100-mL 3-necked round-bottom flask purged and maintained with an inert atmosphere of nitrogen, was placed 2-hydroxy-2-(4-hydroxy-1-benzothiophen-7-yl)acetic acid (500 mg, 2.01 mmol, 1.00 equiv, 90%), Fe2(SO4)3 (750 mg, 1.88 mmol, 1.15 equiv), ethanol (0.75 mL), sulfuric acid(0.4N) (3.75 mL). The resulting solution was stirred for 5 h at 55-60° C. in an oil bath. After cooling to 25° C., 15 mL of isopropyl acetate and 5 ml of water were added under stirring, then the organic phase was sepa...